This data is from the Open Reaction Database (ORD), a public repository of structured organic reaction records. The task is: describe an organic reaction: reactants, conditions, products, and yield Reactants: C1(=CC=CC=C1)C(C1=CC=CC=C1)OC(=O)C1=C(CS[C@H]2N1C([C@H]2NC(COC2=CC=CC=C2)=O)=O)O (7β-phenoxyacetamido-3-hydroxy-ceph-3-em-4-carboxylic acid diphenylmethyl ester), [N+](=[N-])=C (diazomethane). Solvent: CO (methanol), CCOCC (ether). Run at time 10 minute. Yields the product C1(=CC=CC=C1)C(C1=CC=CC=C1)OC(=O)C1=C(CS[C@H]2N1C([C@H]2NC(COC2=CC=CC=C2)=O)=O)OC (7β-phenoxyacetamido-3-methoxy-ceph-3-em-4-carboxylic acid diphenylmethyl ester). Reported procedure: The resulting crude 7β-phenoxyacetamido-3-hydroxy-ceph-3-em-4-carboxylic acid diphenylmethyl ester is dissolved in methanol and a solution of diazomethane in ether is added at 0° C. After 10 minutes, the solution is carefully concentrated and the residue is dried under a high vacuum. The residue is purified by thick layer chromatography (toluene/ethyl acetate, 3:1, silica gel). After eluting the silica gel of the zone at Rf = 0.17 with ethyl acetate, and concentrating the solution on a rotary ev... Reaction SMILES: [C:1]1([CH:7]([O:14][C:15]([C:17]2[N:22]3[C:23](=[O:36])[C@@H:24]([NH:25][C:26](=[O:35])[CH2:27][O:28][C:29]4[CH:34]=[CH:33][CH:32]=[CH:31][CH:30]=4)[C@H:21]3[S:20][CH2:19][C:18]=2[OH:37])=[O:16])[C:8]2[CH:13]=[CH:12][CH:11]=[CH:10][CH:9]=2)[CH:6]=[CH:5][CH:4]=[CH:3][CH:2]=1.[N+](=[CH2:40])=[N-]>CO.CCOCC>[C:1]1([CH:7]([O:14][C:15]([C:17]2[N:22]3[C:23](=[O:36])[C@@H:24]([NH:25][C:26](=[O:35])[CH2:27][O:28][C:29]4[CH:34]=[CH:33][CH:32]=[CH:31][CH:30]=4)[C@H:21]3[S:20][CH2:19][C:18]=2[O:37][CH3:40])=[O:16])[C:8]2[CH:13]=[CH:12][CH:11]=[CH:10][CH:9]=2)[CH:2]=[CH:3][CH:4]=[CH:5][CH:6]=1. Starting materials: C(=O)=O (dry-ice), COC(=O)C=1C(=NC(=NC1C)C1=CC=C(C=C1)C(F)(F)F)CCOC (4-(2-methoxy-ethyl)-6-methyl-2-(4-trifluoromethyl-phenyl)-pyrimidine-5-carboxylic acid methyl ester), CC(C)C[AlH]CC(C)C (DIBALH). Run in O1CCCC1 (tetrahydrofurane). Reaction conditions: temperature -70 celsius, time 15 minute. Yields the product COCCC1=NC(=NC(=C1CO)C)C1=CC=C(C=C1)C(F)(F)F ([4-(2-methoxy-ethyl)-6-methyl-2-(4-trifluoromethyl-phenyl)-pyrimidin-5-yl]-methanol). Yield: 103.5%. As a reaction SMILES: C(=O)=O.C[O:5][C:6]([C:8]1[C:9]([CH2:25][CH2:26][O:27][CH3:28])=[N:10][C:11]([C:15]2[CH:20]=[CH:19][C:18]([C:21]([F:24])([F:23])[F:22])=[CH:17][CH:16]=2)=[N:12][C:13]=1[CH3:14])=O.CC(C[AlH]CC(C)C)C>O1CCCC1>[CH3:28][O:27][CH2:26][CH2:25][C:9]1[C:8]([CH2:6][OH:5])=[C:13]([CH3:14])[N:12]=[C:11]([C:15]2[CH:20]=[CH:19][C:18]([C:21]([F:24])([F:23])[F:22])=[CH:17][CH:16]=2)[N:10]=1. Reported procedure: To a dry-ice cooled solution of 4.9 g (13.83 mmol) 4-(2-methoxy-ethyl)-6-methyl-2-(4-trifluoromethyl-phenyl)-pyrimidine-5-carboxylic acid methyl ester in 50 ml tetrahydrofurane was dropped 34.57 ml (41.48 mmol) of DIBALH-solution (1.2 M in Toluene). The reaction mixture was stirred for 15 min at −70° C. and then the dry-ice bath was removed, the reaction temperature was allowed to come to RT and the reaction mixture was stirred for 2 h at RT. To the reaction mixture was then dropped carefully, u... The reactants are COC(COC1=C(C=C(C(=C1)OC)SCCCNC1=NC=C(C=C1)C1=CC=CC=C1)C)=O ({5-Methoxy-2-methyl-4-[3-(5-phenyl-pyridin-2-ylamino)-propylsulfanyl]-phenoxy}-acetic acid methyl ester), C=O (paraformaldehyde), COC(COC1=C(C=C(C(=C1)OC)SCCCN(C1=NC=C(C=C1)C1=CC=CC=C1)CC)C)=O ((4-{3-[Ethyl-(5-phenyl-pyridin-2-yl)-amino]-propylsulfanyl}-5-methoxy-2-methyl-phenoxy)-acetic acid methyl ester). The product is COC=1C(=CC(=C(OCC(=O)O)C1)C)SCCCN(C1=NC=C(C=C1)C1=CC=CC=C1)C ((5-Methoxy-2-methyl-4-{3-[methyl-(5-phenyl-pyridin-2-yl)-amino]-propylsulfanyl}-phenoxy)-acetic acid). Reaction SMILES: COC(=O)COC1C=C(OC)C(SCCCNC2C=CC(C3C=CC=CC=3)=CN=2)=CC=1C.C=O.C[O:36][C:37](=[O:68])[CH2:38][O:39][C:40]1[CH:45]=[C:44]([O:46][CH3:47])[C:43]([S:48][CH2:49][CH2:50][CH2:51][N:52]([CH2:65]C)[C:53]2[CH:58]=[CH:57][C:56]([C:59]3[CH:64]=[CH:63][CH:62]=[CH:61][CH:60]=3)=[CH:55][N:54]=2)=[CH:42][C:41]=1[CH3:67]>>[CH3:47][O:46][C:44]1[C:43]([S:48][CH2:49][CH2:50][CH2:51][N:52]([CH3:65])[C:53]2[CH:58]=[CH:57][C:56]([C:59]3[CH:60]=[CH:61][CH:62]=[CH:63][CH:64]=3)=[CH:55][N:54]=2)=[CH:42][C:41]([CH3:67])=[C:40]([CH:45]=1)[O:39][CH2:38][C:37]([OH:68])=[O:36]. Procedure details: Compound 64B was reacted with paraformaldehyde in a manner analogous to Compound 64C to give the title product. MS m/z 467 (M+1). Starting materials: CC(OC(C)(C)C)C(NC(=O)OC(C)(C)C)C(=O)O, CC(C)COC(=O)Cl, CN1CCOCC1, CCOCC, ClCCl, C=[N+]=[N-]. The product is CC(OC(C)(C)C)C(NC(=O)OC(C)(C)C)C(=O)C=[N+]=[N-]. Reaction SMILES: [C:8](=[O:9])([O:10][C:11]([CH3:12])([CH3:13])[CH3:14])[NH:15][CH:16]([CH:17]([O:18][C:19]([CH3:20])([CH3:21])[CH3:22])[CH3:23])[C:24](=[O:25])[OH:26].[CH2:27]([O:28][C:29]([Cl:30])=[O:31])[CH:32]([CH3:33])[CH3:34].[CH3:1][N:2]1[CH2:3][CH2:4][O:5][CH2:6][CH2:7]1.[CH3:38][CH2:39][O:40][CH2:41][CH3:42].[Cl:43][CH2:44][Cl:45].[N+:35](=[N-:36])=[CH2:37]>>[C:8](=[O:9])([O:10][C:11]([CH3:12])([CH3:13])[CH3:14])[NH:15][CH:16]([CH:17]([O:18][C:19]([CH3:20])([CH3:21])[CH3:22])[CH3:23])[C:24](=[O:26])[CH:37]=[N+:35]=[N-:36]. The reactants are BrCc1ccc(Br)cc1, CCc1cnc(NCCc2csc(SC(C)(C)C(=O)OC(C)(C)C)n2)nc1, CC(C)(C)[O-], CN(C)C=O, [K+], O. Product: CCc1cnc(N(CCc2csc(SC(C)(C)C(=O)OC(C)(C)C)n2)Cc2ccc(Br)cc2)nc1. As a reaction SMILES: [Br:28][c:29]1[cH:30][cH:31][c:32]([CH2:35][Br:36])[cH:33][cH:34]1.[C:1]([CH3:2])([CH3:3])([CH3:4])[O:5][C:6]([C:7]([CH3:8])([CH3:9])[S:10][c:11]1[s:12][cH:13][c:14]([CH2:16][CH2:17][NH:18][c:19]2[n:20][cH:21][c:22]([CH2:25][CH3:26])[cH:23][n:24]2)[n:15]1)=[O:27].[CH3:37][C:38]([CH3:39])([O-:40])[CH3:41].[CH3:44][N:45]([CH3:46])[CH:47]=[O:48].[K+:42].[OH2:43]>>[C:1]([CH3:2])([CH3:3])([CH3:4])[O:5][C:6]([C:7]([CH3:8])([CH3:9])[S:10][c:11]1[s:12][cH:13][c:14]([CH2:16][CH2:17][N:18]([c:19]2[n:20][cH:21][c:22]([CH2:25][CH3:26])[cH:23][n:24]2)[CH2:35][c:32]2[cH:31][cH:30][c:29]([Br:28])[cH:34][cH:33]2)[n:15]1)=[O:27]. The product is Clc1nc(N2CCOCC2)c2ccccc2n1. RXN SMILES: [CH2:13]1[CH2:14][O:15][CH2:16][CH2:17][NH:18]1.[CH3:19][CH2:20][OH:21].[Cl:1][c:2]1[n:3][c:4]2[cH:5][cH:6][cH:7][cH:8][c:9]2[c:10]([Cl:12])[n:11]1.[OH2:22]>>[Cl:1][c:2]1[n:3][c:4]2[cH:5][cH:6][cH:7][cH:8][c:9]2[c:10]([N:18]2[CH2:13][CH2:14][O:15][CH2:16][CH2:17]2)[n:11]1. The reactants are C1COCCN1, CCO, Clc1nc(Cl)c2ccccc2n1, O. Reactants: C/C/1=C(/C(=O)OC1=O)\C (dimethyl maleic anhydride), C(C1=CC=CC=C1)(=O)C1=CC=CC=C1 (benzophenone), C(=O)=O (dry ice), C=C (Ethylene), C=C (ethylene). The reagents and catalysts are [Hg] (mercury). Solvent: C(C)(C)O (isopropanol), ClCCl (dichloromethane). Product: CC12C(CC1)(C(=O)OC2=O)C (1,2-dimethylcyclobutane-1,2-dicarboxylic anhydride). Isolated yield 1201.2%. RXN SMILES: CC1=C(C)[C:4]([O:6]C1=O)=[O:5].[C:10]([C:18]1[CH:23]=[CH:22][CH:21]=[CH:20][CH:19]=1)(=[O:17])C1C=CC=CC=1.C(=O)=O.C=C>ClCCl.[Hg].C(O)(C)C>[CH3:23][C:18]12[C:10](=[O:17])[O:6][C:4](=[O:5])[C:21]1([CH3:22])[CH2:20][CH2:19]2. Procedure: In a low temperature exposure unit equipped with a 125 W mercury lamp in a cooled immersion bath, stirrer and gas inlet pipe, 15 g (0.12 mole) of dimethyl maleic anhydride and 1 g (0.0054 mole) of benzophenone are dissolved in 300 ml of dichloromethane, and the solution is cooled by means of an external cooling bath with a mixture of isopropanol and dry ice to -60° to -70° C. Ethylene gas is then introduced over 1 hour and the reaction mixture is subsequently irradiated at the above temperature ... Starting materials: ClCC1=C(C=C(C(=C1)OC)OCC1=CC=CC=C1)CCl (bis(chloromethyl)-4-methoxy-5-(phenylmethoxy)benzene), C(C1=CC=CC=C1)N (benzyl amine). The product is COC=1C=C2CN(CC2=CC1OCC1=CC=CC=C1)CC1=CC=CC=C1 (2,3-Dihydro-5-methoxy-6-(phenylmethoxy)-2-(phenylmethyl)-1H-isoindole). Reaction SMILES: Cl[CH2:2][C:3]1[CH:8]=[C:7]([O:9][CH3:10])[C:6]([O:11][CH2:12][C:13]2[CH:18]=[CH:17][CH:16]=[CH:15][CH:14]=2)=[CH:5][C:4]=1[CH2:19]Cl.[CH2:21]([NH2:28])[C:22]1[CH:27]=[CH:26][CH:25]=[CH:24][CH:23]=1>>[CH3:10][O:9][C:7]1[CH:8]=[C:3]2[C:4](=[CH:5][C:6]=1[O:11][CH2:12][C:13]1[CH:18]=[CH:17][CH:16]=[CH:15][CH:14]=1)[CH2:19][N:28]([CH2:21][C:22]1[CH:27]=[CH:26][CH:25]=[CH:24][CH:23]=1)[CH2:2]2. Reported procedure: The procedure of Example 26 is repeated using 1.0 g of bis(chloromethyl)-4-methoxy-5-(phenylmethoxy)benzene and 0.6 mL of benzyl amine. This affords 0.74 g of the desired product as a beige solid.